describe an organic reaction: reactants, conditions, products, and yield From a dataset of the Open Reaction Database (ORD), a public repository of structured organic reaction records. The reactants are BrC=1C=C(C[C@@H](N)C(=O)N[C@@H](CCCCNC(=O)OCC2=CC=CC=C2)C(=O)N2CCN(CC2)C2=CC=NC=C2)C=C(C1O)Br (1-[N2-(3,5-dibromo-D-tyrosyl)-N6-(phenylmethoxycarbonyl)-L-lysyl]-4-(4-pyridinyl)-piperazine), O1CCCC1 (tetrahydrofuran), O1CCCC1 (tetrahydrofuran), COC1=C(C=CC=C1)CN (2-methoxy-benzenemethanamine). Run at temperature -10 celsius. Product: BrC=1C=C(CC(NC(=O)NCC2=C(C=CC=C2)OC)C(=O)N[C@@H](CCCCNC(=O)OCC2=CC=CC=C2)C(=O)N2CCN(CC2)C2=CC=NC=C2)C=C(C1O)Br (1-[N2-[3,5-dibromo-N-[[[(2-methoxyphenyl)methyl]amino]-carbonyl]-D,L-tyrosyl]-N6-(phenylmethoxycarbonyl)-L-lysyl]-4-(4-pyridinyl)-piperazine). RXN SMILES: [Br:1][C:2]1[CH:3]=[C:4]([CH:41]=[C:42]([Br:45])[C:43]=1[OH:44])[CH2:5][C@H:6]([C:8]([NH:10][C@H:11]([C:27]([N:29]1[CH2:34][CH2:33][N:32]([C:35]2[CH:40]=[CH:39][N:38]=[CH:37][CH:36]=2)[CH2:31][CH2:30]1)=[O:28])[CH2:12][CH2:13][CH2:14][CH2:15][NH:16][C:17]([O:19][CH2:20][C:21]1[CH:26]=[CH:25][CH:24]=[CH:23][CH:22]=1)=[O:18])=[O:9])[NH2:7].[CH3:46][O:47][C:48]1[CH:53]=[CH:52][CH:51]=[CH:50][C:49]=1[CH2:54][NH2:55].[O:56]1CCC[CH2:57]1>>[Br:45][C:42]1[CH:41]=[C:4]([CH:3]=[C:2]([Br:1])[C:43]=1[OH:44])[CH2:5][CH:6]([C:8]([NH:10][C@H:11]([C:27]([N:29]1[CH2:34][CH2:33][N:32]([C:35]2[CH:40]=[CH:39][N:38]=[CH:37][CH:36]=2)[CH2:31][CH2:30]1)=[O:28])[CH2:12][CH2:13][CH2:14][CH2:15][NH:16][C:17]([O:19][CH2:20][C:21]1[CH:26]=[CH:25][CH:24]=[CH:23][CH:22]=1)=[O:18])=[O:9])[NH:7][C:57]([NH:55][CH2:54][C:49]1[CH:50]=[CH:51][CH:52]=[CH:53][C:48]=1[O:47][CH3:46])=[O:56]. Reported procedure: A tetrahydrofuran solution (50 ml) of 1.0 g (1.34 mmol) of 1-[N2-(3,5-dibromo-D-tyrosyl)-N6-(phenylmethoxycarbonyl)-L-lysyl]-4-(4-pyridinyl)-piperazine was added dropwise over a period of 40 minutes to a suspension of 0.33 g (2.01 mmol) of CDT in 50 ml of tetrahydrofuran cooled to −10 ° C. and stirred. The reaction mixture was then stirred for 2 hours at ambient temperature and mixed with 0.22 ml (1.675 mmol) of 2-methoxy-benzenemethanamine. Then the mixture was refluxed for 2 hours and stirred ... The reactants are O=C(Nc1ccc(C(O)(C(F)(F)F)C(F)(F)F)cc1)Oc1ccccc1, N, O. The product is NC(=O)Nc1ccc(C(O)(C(F)(F)F)C(F)(F)F)cc1. Reaction SMILES: [F:1][C:2]([C:3]([C:4]([F:5])([F:6])[F:7])([OH:8])[c:9]1[cH:10][cH:11][c:12]([NH:15][C:16]([O:17][c:19]2[cH:20][cH:21][cH:22][cH:23][cH:24]2)=[O:18])[cH:13][cH:14]1)([F:25])[F:26].[NH3:27].[OH2:28]>>[F:1][C:2]([C:3]([C:4]([F:5])([F:6])[F:7])([OH:8])[c:9]1[cH:10][cH:11][c:12]([NH:15][C:16](=[O:17])[NH2:27])[cH:13][cH:14]1)([F:25])[F:26]. The reactants are C(CCC)C=1N(C2=CC=CC=C2C(C1)=O)CC1=CC=C(C=C1)C=1C(=CC=CC1)C(=O)OC (Methyl 4'-[(2-butyl-1,4-dihydro-4-oxo-1-quinolinyl)-methyl](1,1'-biphenyl) 2-carboxylate), [OH-].[Na+] (sodium hydroxide). Run in C(C)O (ethanol). Product: C(CCC)C=1N(C2=CC=CC=C2C(C1)=O)CC1=CC=C(C=C1)C=1C(=CC=CC1)C(=O)O (4'-[(2-butyl-1,4-dihydro-4-oxo-1-quinolinyl)-methyl](1,1'-biphenyl) 2-carboxylic acid). Reaction SMILES: [CH2:1]([C:5]1[N:6]([CH2:16][C:17]2[CH:22]=[CH:21][C:20]([C:23]3[C:24]([C:29]([O:31]C)=[O:30])=[CH:25][CH:26]=[CH:27][CH:28]=3)=[CH:19][CH:18]=2)[C:7]2[C:12]([C:13](=[O:15])[CH:14]=1)=[CH:11][CH:10]=[CH:9][CH:8]=2)[CH2:2][CH2:3][CH3:4].[OH-].[Na+]>C(O)C>[CH2:1]([C:5]1[N:6]([CH2:16][C:17]2[CH:18]=[CH:19][C:20]([C:23]3[C:24]([C:29]([OH:31])=[O:30])=[CH:25][CH:26]=[CH:27][CH:28]=3)=[CH:21][CH:22]=2)[C:7]2[C:12]([C:13](=[O:15])[CH:14]=1)=[CH:11][CH:10]=[CH:9][CH:8]=2)[CH2:2][CH2:3][CH3:4] |f:1.2|. Procedure: Using the procedure of Example 2, the product of Example 19 and 3 ml of N sodium hydroxide and 2 ml of ethanol were reacted to obtain after crystallization from dimethylformamide, 155 mg of the desired product melting at >260° C. Starting materials: [Li+].CC(C)[N-]C(C)C (LDA), CN(C)CN1C=NC=2C1=NC(=CC2)N2CCC(CC2)N(C)C ([1-(3-dimethylaminomethyl-3H-imidazo[4,5-b]pyridin-5-yl)-piperidin-4-yl]-dimethyl-amine), ketone, COC(C1=CC(=C(C(=O)N(C)C)C=C1)C=1C(=NN(C1C)C)C)=O (N,N-Dimethyl-3-(1,3,5-trimethyl-1H-pyrazol-4-yl)-terephthalamic acid methyl ester). Product: CN(C1CCN(CC1)C1=CC=C2C(=N1)NC(=N2)C(=O)C2=CC(=C(C#N)C=C2)C=2C(=NN(C2C)C)C)C (4-[5-(4-dimethylamino-piperidin-1-yl)-3H-imidazo[4,5-b]pyridine-2-carbonyl]-2-(1,3,5-trimethyl-1H-pyrazol-4-yl)-benzonitrile). Reaction SMILES: [Li+].CC([N-]C(C)C)C.CO[C:11](=[O:31])[C:12]1[CH:22]=[CH:21][C:15]([C:16]([N:18](C)C)=O)=[C:14]([C:23]2[C:24]([CH3:30])=[N:25][N:26]([CH3:29])[C:27]=2[CH3:28])[CH:13]=1.CN(C[N:36]1[C:40]2=[N:41][C:42]([N:45]3[CH2:50][CH2:49][CH:48]([N:51]([CH3:53])[CH3:52])[CH2:47][CH2:46]3)=[CH:43][CH:44]=[C:39]2[N:38]=[CH:37]1)C>>[CH3:52][N:51]([CH3:53])[CH:48]1[CH2:49][CH2:50][N:45]([C:42]2[N:41]=[C:40]3[NH:36][C:37]([C:11]([C:12]4[CH:22]=[CH:21][C:15]([C:16]#[N:18])=[C:14]([C:23]5[C:24]([CH3:30])=[N:25][N:26]([CH3:29])[C:27]=5[CH3:28])[CH:13]=4)=[O:31])=[N:38][C:39]3=[CH:44][CH:43]=2)[CH2:46][CH2:47]1 |f:0.1|. Procedure details: Following General procedure P (LDA metallation, ketone formation and in situ deprotection) using N,N-Dimethyl-3-(1,3,5-trimethyl-1H-pyrazol-4-yl)-terephthalamic acid methyl ester and [1-(3-dimethylaminomethyl-3H-imidazo[4,5-b]pyridin-5-yl)-piperidin-4-yl]-dimethyl-amine to give 4-[5-(4-dimethylamino-piperidin-1-yl)-3H-imidazo[4,5-b]pyridine-2-carbonyl]-2-(1,3,5-trimethyl-1H-pyrazol-4-yl)-benzonitrile. (84%). HRMS m/z 529.3036 (M+H)+. The reactants are COC(OC)N(C)C, COc1ccnc(-c2ccc(C)c([N+](=O)[O-])c2)c1, CN(C)C=O. The product is COc1ccnc(-c2ccc(C=O)c([N+](=O)[O-])c2)c1. Reaction SMILES: [CH3:19][O:20][CH:21]([O:22][CH3:23])[N:24]([CH3:25])[CH3:26].[CH3:1][O:2][c:3]1[cH:4][c:5](-[c:9]2[cH:10][c:11]([N+:16](=[O:17])[O-:18])[c:12]([CH3:15])[cH:13][cH:14]2)[n:6][cH:7][cH:8]1.[CH3:27][N:28]([CH3:29])[CH:30]=[O:31]>>[CH3:1][O:2][c:3]1[cH:4][c:5](-[c:9]2[cH:10][c:11]([N+:16](=[O:17])[O-:18])[c:12]([CH:15]=[O:20])[cH:13][cH:14]2)[n:6][cH:7][cH:8]1. Starting materials: COC(=O)COc1ccc(Cl)c2nc(C)c(Cc3ccc(Cl)cc3)c(OC(F)F)c12, CO, [Li+], [OH-], O. The product is Cc1nc2c(Cl)ccc(OCC(=O)O)c2c(OC(F)F)c1Cc1ccc(Cl)cc1. As a reaction SMILES: [CH3:1][O:2][C:3]([CH2:4][O:5][c:6]1[c:7]2[c:8]([O:26][CH:27]([F:28])[F:29])[c:9]([CH2:18][c:19]3[cH:20][cH:21][c:22]([Cl:25])[cH:23][cH:24]3)[c:10]([CH3:17])[n:11][c:12]2[c:13]([Cl:16])[cH:14][cH:15]1)=[O:30].[CH3:31][OH:32].[Li+:33].[OH-:34].[OH2:35]>>[O:2]=[C:3]([CH2:4][O:5][c:6]1[c:7]2[c:8]([O:26][CH:27]([F:28])[F:29])[c:9]([CH2:18][c:19]3[cH:20][cH:21][c:22]([Cl:25])[cH:23][cH:24]3)[c:10]([CH3:17])[n:11][c:12]2[c:13]([Cl:16])[cH:14][cH:15]1)[OH:30].